Task: describe an organic reaction: reactants, conditions, products, and yield. Dataset: the Open Reaction Database (ORD), a public repository of structured organic reaction records Starting materials: C1OC2(C[C@@H]3CC[C@H]4[C@@H]5CC[C@@H]([C@@]5(C)CC[C@@H]4[C@]3([C@H](C2)C)C)O)OC1 (3,3-ethylenedioxy-1α-methyl-5α-androstan-17β-ol), [Cr](=O)(=O)([O-])Cl.[NH+]1=CC=CC=C1 (pyridinium chlorochromate), C(C)(=O)[O-].[Na+] (sodium acetate). Solvent: ClCCl (dichloromethane), CCOCC (ether). The product is C1OC2(C[C@@H]3CC[C@H]4[C@@H]5CCC([C@@]5(C)CC[C@@H]4[C@]3(C(C2)C)C)=O)OC1 (3,3-ethylenedioxy-1-methyl-5α-androstan-17-one). Yield: 94.0%. Reaction SMILES: [CH2:1]1[CH2:25][O:24][C:3]2([CH2:20][C@H:19]([CH3:21])[C@@:18]3([CH3:22])[C@@H:5]([CH2:6][CH2:7][C@@H:8]4[C@@H:17]3[CH2:16][CH2:15][C@@:13]3([CH3:14])[C@H:9]4[CH2:10][CH2:11][C@@H:12]3[OH:23])[CH2:4]2)[O:2]1.[Cr](Cl)([O-])(=O)=O.[NH+]1C=CC=CC=1.C([O-])(=O)C.[Na+]>ClCCl.CCOCC>[CH2:25]1[CH2:1][O:2][C:3]2([CH2:20][CH:19]([CH3:21])[C@@:18]3([CH3:22])[C@@H:5]([CH2:6][CH2:7][C@@H:8]4[C@@H:17]3[CH2:16][CH2:15][C@@:13]3([CH3:14])[C@H:9]4[CH2:10][CH2:11][C:12]3=[O:23])[CH2:4]2)[O:24]1 |f:1.2,3.4|. Procedure details: 23 g of 3,3-ethylenedioxy-1α-methyl-5α-androstan-17β-ol is agitated for 1 hour at room temperature in 230 ml of dichloromethane with 20 g of pyridinium chlorochromate in the presence of 20 g of sodium acetate. The reaction solution is then diluted with ether, filtered off from the insoluble proportions, and the filtrate is washed with water. After drying and evaporation, 21.5 g of 3,3-ethylenedioxy-1-methyl-5α-androstan-17-one is obtained as the crude product. Starting materials: C, COc1c(-c2ccc3c(c2)CN(C(=O)OCc2ccccc2)C3)ccc2c(=O)c(C(=O)O)cn(C3CC3)c12, CC(=O)O, [Pd]. The product is COc1c(-c2ccc3c(c2)CNC3)ccc2c(=O)c(C(=O)O)cn(C3CC3)c12. Reaction SMILES: [C:43].[CH2:1]([O:2][C:3](=[O:4])[N:11]1[CH2:12][c:13]2[cH:14][cH:15][c:16](-[c:20]3[cH:21][cH:22][c:23]4[c:24](=[O:38])[c:25]([C:35](=[O:36])[OH:37])[cH:26][n:27]([CH:32]5[CH2:33][CH2:34]5)[c:28]4[c:29]3[O:30][CH3:31])[cH:17][c:18]2[CH2:19]1)[c:5]1[cH:6][cH:7][cH:8][cH:9][cH:10]1.[CH3:39][C:40](=[O:41])[OH:42].[Pd:44]>>[NH:11]1[CH2:12][c:13]2[cH:14][cH:15][c:16](-[c:20]3[cH:21][cH:22][c:23]4[c:24](=[O:38])[c:25]([C:35](=[O:36])[OH:37])[cH:26][n:27]([CH:32]5[CH2:33][CH2:34]5)[c:28]4[c:29]3[O:30][CH3:31])[cH:17][c:18]2[CH2:19]1. Starting materials: C1(=C(C=CC=C1)NC(=O)OC1CCN(CC1)CCN(C(CCCCCN(C(OCC1=CC=CC=C1)=O)C1=CC=C(C=C1)N(C)C(CCN(C)C(CO[C@H]1CC2=CC=CC=C2C12CCN(CC2)CC[C@]2(CN(CO2)C(C2=CC(=CC(=C2)C(F)(F)F)C(F)(F)F)=O)C2=CC=C(C=C2)F)=O)=O)=O)C)C2=CC=CC=C2 (Benzyl {6-[(2-{4-[(biphenyl-2-ylcarbamoyl)oxy]piperidin-1-yl}ethyl)(methyl)amino]-6-oxohexyl}(4-{[N-({[(2S)-1′-{2-[(5R)-3-[3,5-bis(trifluoromethyl)benzoyl]-5-(4-fluorophenyl)-1,3-oxazolidin-5-yl]ethyl}-2,3-dihydrospiro[indene-1,4′-piperidin]-2-yl]oxy}acetyl)-N-methyl-β-alanyl](methyl)amino}phenyl)carbamate). The reagents and catalysts are [C].[Pd] (palladium-carbon). Run in C(C)O (ethanol), C(C)(=O)OCC (ethyl acetate). Run at time 18 hour. The product is C1(=C(C=CC=C1)NC(OC1CCN(CC1)CCN(C)C(CCCCCNC1=CC=C(C=C1)N(C)C(CCN(C)C(CO[C@H]1CC2=CC=CC=C2C12CCN(CC2)CC[C@]2(CN(CO2)C(C2=CC(=CC(=C2)C(F)(F)F)C(F)(F)F)=O)C2=CC=C(C=C2)F)=O)=O)=O)=O)C2=CC=CC=C2 (1-{2-[{6-[(4-{[N-({[(2S)-1′-{2-[(5R)-3-[3,5-Bis(trifluoromethyl)benzoyl]-5-(4-fluorophenyl)-1,3-oxazolidin-5-yl]ethyl}-2,3-dihydrospiro[indene-1,4′-piperidin]-2-yl]oxy}acetyl)-N-methyl-β-alanyl](methyl)amino}phenyl)amino]hexanoyl}(methyl)amino]ethyl}piperidin-4-yl biphenyl-2-ylcarbamate). The yield is 88.1%. RXN SMILES: [C:1]1([C:101]2[CH:106]=[CH:105][CH:104]=[CH:103][CH:102]=2)[CH:6]=[CH:5][CH:4]=[CH:3][C:2]=1[NH:7][C:8]([O:10][CH:11]1[CH2:16][CH2:15][N:14]([CH2:17][CH2:18][N:19]([CH3:100])[C:20](=[O:99])[CH2:21][CH2:22][CH2:23][CH2:24][CH2:25][N:26]([C:37]2[CH:42]=[CH:41][C:40]([N:43]([C:45](=[O:98])[CH2:46][CH2:47][N:48]([C:50](=[O:97])[CH2:51][O:52][C@@H:53]3[C:61]4([CH2:66][CH2:65][N:64]([CH2:67][CH2:68][C@:69]5([C:90]6[CH:95]=[CH:94][C:93]([F:96])=[CH:92][CH:91]=6)[O:73][CH2:72][N:71]([C:74](=[O:89])[C:75]6[CH:80]=[C:79]([C:81]([F:84])([F:83])[F:82])[CH:78]=[C:77]([C:85]([F:88])([F:87])[F:86])[CH:76]=6)[CH2:70]5)[CH2:63][CH2:62]4)[C:60]4[C:55](=[CH:56][CH:57]=[CH:58][CH:59]=4)[CH2:54]3)[CH3:49])[CH3:44])=[CH:39][CH:38]=2)C(=O)OCC2C=CC=CC=2)[CH2:13][CH2:12]1)=[O:9]>C(O)C.C(OCC)(=O)C.[C].[Pd]>[C:1]1([C:101]2[CH:102]=[CH:103][CH:104]=[CH:105][CH:106]=2)[CH:6]=[CH:5][CH:4]=[CH:3][C:2]=1[NH:7][C:8](=[O:9])[O:10][CH:11]1[CH2:16][CH2:15][N:14]([CH2:17][CH2:18][N:19]([C:20](=[O:99])[CH2:21][CH2:22][CH2:23][CH2:24][CH2:25][NH:26][C:37]2[CH:38]=[CH:39][C:40]([N:43]([C:45](=[O:98])[CH2:46][CH2:47][N:48]([C:50](=[O:97])[CH2:51][O:52][C@@H:53]3[C:61]4([CH2:66][CH2:65][N:64]([CH2:67][CH2:68][C@:69]5([C:90]6[CH:95]=[CH:94][C:93]([F:96])=[CH:92][CH:91]=6)[O:73][CH2:72][N:71]([C:74](=[O:89])[C:75]6[CH:80]=[C:79]([C:81]([F:82])([F:83])[F:84])[CH:78]=[C:77]([C:85]([F:87])([F:88])[F:86])[CH:76]=6)[CH2:70]5)[CH2:63][CH2:62]4)[C:60]4[C:55](=[CH:56][CH:57]=[CH:58][CH:59]=4)[CH2:54]3)[CH3:49])[CH3:44])=[CH:41][CH:42]=2)[CH3:100])[CH2:13][CH2:12]1 |f:3.4|. Procedure details: The compound (180 mg, 0.12 mmol) obtained in Example 97f was dissolved in a mixed solvent of ethanol (3 mL) and ethyl acetate (3 mL), 10% palladium-carbon (36 mg, 20% by weight) was added, and the mixture was stirred at room temperature under a hydrogen atmosphere for 18 hours. After the reaction was completed, the reaction mixture was filtered through celite, the filtrate was washed with methanol, and the solvent was evaporated under reduced pressure. The residue was purified by NH silica gel c... The reactants are ClC1=NC=CC(=C1)OC=1C=CC(=NC1)NC(=O)NC(C(C)(C)OC)=O (N-((5-((2-chloropyridin-4-yl)oxy)pyridin-2-yl)carbamoyl)-2-methoxy-2-methylpropanamide), C(C)N1N=CC(=C1)B1OC(C(O1)(C)C)(C)C (1-ethyl-4-(4,4,5,5-tetramethyl-1,3,2-dioxaborolan-2-yl)-1H-pyrazole), C(=O)([O-])[O-].[K+].[K+] (K2CO3). Reagents/catalysts: C=1C=CC(=CC1)[P](C=2C=CC=CC2)(C=3C=CC=CC3)[Pd]([P](C=4C=CC=CC4)(C=5C=CC=CC5)C=6C=CC=CC6)([P](C=7C=CC=CC7)(C=8C=CC=CC8)C=9C=CC=CC9)[P](C=1C=CC=CC1)(C=1C=CC=CC1)C=1C=CC=CC1 (Pd(PPh3)4). Solvent: O1CCOCC1 (dioxane), O (H2O). Run at temperature 90 celsius. Yields the product C(C)N1N=CC(=C1)C1=NC=CC(=C1)OC=1C=CC(=NC1)NC(=O)NC(C(C)(C)OC)=O (N-((5-((2-(1-ethyl-1H-pyrazol-4-yl)pyridin-4-yl)oxy)pyridin-2-yl)carbamoyl)-2-methoxy-2-methylpropanamide). Isolated yield 28.6%. Reaction SMILES: Cl[C:2]1[CH:7]=[C:6]([O:8][C:9]2[CH:10]=[CH:11][C:12]([NH:15][C:16]([NH:18][C:19](=[O:25])[C:20]([O:23][CH3:24])([CH3:22])[CH3:21])=[O:17])=[N:13][CH:14]=2)[CH:5]=[CH:4][N:3]=1.[CH2:26]([N:28]1[CH:32]=[C:31](B2OC(C)(C)C(C)(C)O2)[CH:30]=[N:29]1)[CH3:27].C([O-])([O-])=O.[K+].[K+]>O1CCOCC1.O.C1C=CC([P]([Pd]([P](C2C=CC=CC=2)(C2C=CC=CC=2)C2C=CC=CC=2)([P](C2C=CC=CC=2)(C2C=CC=CC=2)C2C=CC=CC=2)[P](C2C=CC=CC=2)(C2C=CC=CC=2)C2C=CC=CC=2)(C2C=CC=CC=2)C2C=CC=CC=2)=CC=1>[CH2:26]([N:28]1[CH:32]=[C:31]([C:2]2[CH:7]=[C:6]([O:8][C:9]3[CH:10]=[CH:11][C:12]([NH:15][C:16]([NH:18][C:19](=[O:25])[C:20]([O:23][CH3:24])([CH3:22])[CH3:21])=[O:17])=[N:13][CH:14]=3)[CH:5]=[CH:4][N:3]=2)[CH:30]=[N:29]1)[CH3:27] |f:2.3.4,^1:58,60,79,98|. Procedure: A mixture of Example C5 (0.12 g, 0.33 mmol), 1-ethyl-4-(4,4,5,5-tetramethyl-1,3,2-dioxaborolan-2-yl)-1H-pyrazole (80 mg, 0.36 mmol) and K2CO3 (0.14 g, 0.99 mmol) in dioxane (4 mL) and H2O (1 mL) was sparged with Ar, treated with Pd(PPh3)4 (0.040 g, 0.034 mmol), sparged again with Ar and heated at 90° C. overnight. The mixture was cooled to RT, treated with satd. NaHCO3, extracted with EtOAc (3×) and the combined organics were dried over Na2SO4, concentrated to dryness and purified via silica gel... Reaction SMILES: [Cl:31][c:32]1[cH:33][c:34]([N:38]=[C:39]=[O:40])[cH:35][cH:36][cH:37]1.[I-:30].[Na+:29].[c:1]1([S:7](=[O:8])(=[O:9])[N:10]2[CH:11]([C:13](=[O:14])[N:15]3[CH2:16][CH2:17][N:18]([c:21]4[c:22]([CH3:28])[cH:23][cH:24][c:25]([CH3:27])[cH:26]4)[CH2:19][CH2:20]3)[CH2:12]2)[cH:2][cH:3][cH:4][cH:5][cH:6]1>>[c:1]1([S:7](=[O:8])(=[O:9])[N:10]2[CH2:12][CH:11]([C:13](=[O:14])[N:15]3[CH2:16][CH2:17][N:18]([c:21]4[c:22]([CH3:28])[cH:23][cH:24][c:25]([CH3:27])[cH:26]4)[CH2:19][CH2:20]3)[N:38]([c:34]3[cH:33][c:32]([Cl:31])[cH:37][cH:36][cH:35]3)[C:39]2=[O:40])[cH:2][cH:3][cH:4][cH:5][cH:6]1. Yields the product Cc1ccc(C)c(N2CCN(C(=O)C3CN(S(=O)(=O)c4ccccc4)C(=O)N3c3cccc(Cl)c3)CC2)c1. Reactants: O=C=Nc1cccc(Cl)c1, [I-], [Na+], Cc1ccc(C)c(N2CCN(C(=O)C3CN3S(=O)(=O)c3ccccc3)CC2)c1. Starting materials: [Cl-].[Al+3].[Cl-].[Cl-] (aluminum chloride), ClC(=CC)Cl (1,1-dichloropropene). Product: ClC(C(C)(Cl)Cl)(Cl)Cl (1,1,1,2,2-pentachloropropane), ClC(C(C)Cl)(Cl)Cl (1,1,1,2-tetrachloropropane), Cl (HCl). Reaction SMILES: [Cl:1][C:2]([Cl:5])=[CH:3][CH3:4].[Cl-:6].[Al+3].[Cl-:8].[Cl-:9]>>[Cl:1][C:2]([Cl:9])([Cl:5])[C:3]([Cl:8])([Cl:6])[CH3:4].[Cl:1][C:2]([Cl:8])([Cl:5])[CH:3]([Cl:6])[CH3:4].[ClH:1] |f:1.2.3.4|. Procedure: In operation of process 310, 1,1-dichloropropene is fed to chlorination reactor 302 and chlorinated in the presence of a catalytic amount of aluminum chloride to produce 1,1,1,2,2-pentachloropropane, 1,1,1,2-tetrachloropropane intermediate, and anhydrous HCl as a byproduct. The HCl and excess chlorine is fed to HCl purification unit 304 where anhydrous HCl is purified and taken as the overhead stream. The bottom stream comprising Cl2 is then recycled back to reactor 302. The bottom product strea... Starting materials: C(C)(C)(C)OC(=O)N1[C@@H](CC[C@@H]1C1=CC(=C(C=C1)OC)OC)C(NC1=CC(=C(C=C1)Cl)OC)=O ((2S,5R)2-(4-Chloro-3-methoxy-phenylcarbamoyl)-5-(3,4-dimethoxy-phenyl)-pyrrolidine-1-carboxylic acid tert-butyl ester), C(=O)(C(F)(F)F)O (TFA). The solvent is ClCCl (dichloromethane). Conditions: temperature 0 celsius. Product: ClC1=C(C=C(C=C1)NC(=O)[C@H]1N[C@H](CC1)C1=CC(=C(C=C1)OC)OC)OC ((2S,5R)5-(3,4-dimethoxy-phenyl)-pyrrolidine-2-carboxylic acid (4-chloro-3-methoxy-phenyl)-amide). Isolated yield 100.0%. Reaction SMILES: C(OC([N:8]1[C@@H:12]([C:13]2[CH:18]=[CH:17][C:16]([O:19][CH3:20])=[C:15]([O:21][CH3:22])[CH:14]=2)[CH2:11][CH2:10][C@H:9]1[C:23](=[O:34])[NH:24][C:25]1[CH:30]=[CH:29][C:28]([Cl:31])=[C:27]([O:32][CH3:33])[CH:26]=1)=O)(C)(C)C.C(O)(C(F)(F)F)=O>ClCCl>[Cl:31][C:28]1[CH:29]=[CH:30][C:25]([NH:24][C:23]([C@@H:9]2[CH2:10][CH2:11][C@H:12]([C:13]3[CH:18]=[CH:17][C:16]([O:19][CH3:20])=[C:15]([O:21][CH3:22])[CH:14]=3)[NH:8]2)=[O:34])=[CH:26][C:27]=1[O:32][CH3:33]. Procedure: (2S,5R)2-(4-Chloro-3-methoxy-phenylcarbamoyl)-5-(3,4-dimethoxy-phenyl)-pyrrolidine-1-carboxylic acid tert-butyl ester (3.48 g, 7.09 mmol) was dissolved in dichloromethane (100 ml) and cooled to 0° C. in an ice bath. TFA (30 ml) was then added slowly to the stirring solution. The reaction was allowed to stir and warm to room temperature overnight. The reaction mixture was concentrated in vacuo. The pH of the resulting residue was adjusted to 8 with 1N NaOH and the product extracted into ethyl ace...